From a dataset of the Open Reaction Database (ORD), a public repository of structured organic reaction records. describe an organic reaction: reactants, conditions, products, and yield The reactants are CO, CCOC(C)=O, CN(c1ccccc1Cl)S(=O)(=O)c1cccc([N+](=O)[O-])c1, [Na+], [Na+], O=C([O-])[O-], O, O, Cl[Sn]Cl. Yields the product CN(c1ccccc1Cl)S(=O)(=O)c1cccc(N)c1. Reaction SMILES: [CH3:27][OH:28].[CH3:29][CH2:30][O:31][C:32](=[O:33])[CH3:34].[Cl:1][c:2]1[c:3]([N:8]([S:9](=[O:10])(=[O:11])[c:12]2[cH:13][c:14]([N+:18]([O-:19])=[O:20])[cH:15][cH:16][cH:17]2)[CH3:21])[cH:4][cH:5][cH:6][cH:7]1.[Na+:35].[Na+:36].[O-:37][C:38](=[O:39])[O-:40].[OH2:22].[OH2:23].[Sn:24]([Cl:25])[Cl:26]>>[Cl:1][c:2]1[c:3]([N:8]([S:9](=[O:10])(=[O:11])[c:12]2[cH:13][c:14]([NH2:18])[cH:15][cH:16][cH:17]2)[CH3:21])[cH:4][cH:5][cH:6][cH:7]1. The reactants are CO, C[O-], O=Cc1ccccc1, ClCCl, [Na+], N#CCc1c[nH]c2ccccc12. The product is N#CC(=Cc1ccccc1)c1c[nH]c2ccccc12. RXN SMILES: [CH3:13][OH:14].[CH3:23][O-:24].[CH:15](=[O:16])[c:17]1[cH:18][cH:19][cH:20][cH:21][cH:22]1.[Cl:26][CH2:27][Cl:28].[Na+:25].[nH:1]1[cH:2][c:3]([CH2:10][C:11]#[N:12])[c:4]2[cH:5][cH:6][cH:7][cH:8][c:9]12>>[nH:1]1[cH:2][c:3]([C:10]([C:11]#[N:12])=[CH:15][c:17]2[cH:18][cH:19][cH:20][cH:21][cH:22]2)[c:4]2[cH:5][cH:6][cH:7][cH:8][c:9]12. Starting materials: C1CCOC1, CO, ClCCl, O=C(Nc1ccncc1)Nc1ccc(-c2nc(C3=CCOCC3)nc(N3CCOCC3)n2)cc1. Product: O=C(Nc1ccncc1)Nc1ccc(-c2nc(C3CCOCC3)nc(N3CCOCC3)n2)cc1. Reaction SMILES: [CH2:37]1[O:38][CH2:39][CH2:40][CH2:41]1.[CH3:35][OH:36].[Cl:42][CH2:43][Cl:44].[O:1]1[CH2:2][CH2:3][C:4]([c:7]2[n:8][c:9](-[c:19]3[cH:20][cH:21][c:22]([NH:25][C:26](=[O:27])[NH:28][c:29]4[cH:30][cH:31][n:32][cH:33][cH:34]4)[cH:23][cH:24]3)[n:10][c:11]([N:13]3[CH2:14][CH2:15][O:16][CH2:17][CH2:18]3)[n:12]2)=[CH:5][CH2:6]1>>[O:1]1[CH2:2][CH2:3][CH:4]([c:7]2[n:8][c:9](-[c:19]3[cH:20][cH:21][c:22]([NH:25][C:26](=[O:27])[NH:28][c:29]4[cH:30][cH:31][n:32][cH:33][cH:34]4)[cH:23][cH:24]3)[n:10][c:11]([N:13]3[CH2:14][CH2:15][O:16][CH2:17][CH2:18]3)[n:12]2)[CH2:5][CH2:6]1. Yield: 70.0%. Procedure: A mixture of 2-amino-2-thioxoethyl benzoate (7.6 g), 1,3-dichloro-2-propanone (7.6 g) and ethanol (100 mL) was heated under reflux for 4 hrs. The solvent was evaporated under reduced pressure, saturated aqueous sodium hydrogen carbonate was added to the residue and the mixture was extracted with ethyl acetate. The ethyl acetate layer was washed with saturated brine, dried over anhydrous magnesium sulfate and concentrated. The residue was subjected to silica gel column chromatography and eluted w... Yields the product C(C1=CC=CC=C1)(=O)OCC=1SC=C(N1)CCl ((4-chloromethyl-1,3-thiazol-2-yl)methyl benzoate). RXN SMILES: [C:1]([O:9][CH2:10][C:11]([NH2:13])=[S:12])(=[O:8])[C:2]1[CH:7]=[CH:6][CH:5]=[CH:4][CH:3]=1.[Cl:14][CH2:15][C:16](=O)[CH2:17]Cl>C(O)C>[C:1]([O:9][CH2:10][C:11]1[S:12][CH:17]=[C:16]([CH2:15][Cl:14])[N:13]=1)(=[O:8])[C:2]1[CH:7]=[CH:6][CH:5]=[CH:4][CH:3]=1. Run in C(C)O (ethanol). Reactants: C(C1=CC=CC=C1)(=O)OCC(=S)N (2-amino-2-thioxoethyl benzoate), ClCC(CCl)=O (1,3-dichloro-2-propanone). The reactants are [Na] (sodium), NC1=C(C=NN1C)C(=O)OCC (ethyl 5-amino-1-methyl-4-pyrazolecarboxylate), C(CC(=O)OCC)(=O)OCC (diethyl malonate). The solvent is C(C)O (ethanol), C(C)O (ethanol), O (water). Reaction conditions: time 0.5 hour. Yields the product OC=1C2=C(NC(C1C(=O)OCC)=O)N(N=C2)C (Ethyl 4-Hydroxy-1-methyl-6-oxo-6,7-dihydro-1H-pyrazolo-[3,4-b]pyridine-5-carboxylate). Yield: 82.0%. As a reaction SMILES: [Na].[NH2:2][C:3]1[N:7]([CH3:8])[N:6]=[CH:5][C:4]=1[C:9]([O:11]CC)=O.[C:14](OCC)(=[O:21])[CH2:15][C:16]([O:18][CH2:19][CH3:20])=[O:17]>C(O)C.O>[OH:11][C:9]1[C:4]2[CH:5]=[N:6][N:7]([CH3:8])[C:3]=2[NH:2][C:14](=[O:21])[C:15]=1[C:16]([O:18][CH2:19][CH3:20])=[O:17] |^1:0|. Reported procedure: A solution of sodium metal (12.7 g, 0.55 mol) in ethanol is treated at room temperature with ethyl 5-amino-1-methyl-4-pyrazolecarboxylate (25 g, 0.148 mol), stirred for 0.5 h, treated dropwise with a solution of diethyl malonate (80 mL, 0.52 mol in ethanol over a 0.5 h period, heated at reflux temperature for 56 h, cooled to room temperature, diluted with water, washed with ethyl acetate, acidified to pH 2 with HCl and filtered. The filtercake is washed sequentially with water, ethanol, ethyl ac... The reactants are C(C)(=O)OCC(=O)CCl (1-acetoxy-3-chloroacetone), [N+](=O)([O-])C1=C(C=CC=C1)S(=O)(=O)NCC(=O)OCC (ethyl 2-[(2-nitrobenzenesulfonyl)amino]acetate), C([O-])([O-])=O.[K+].[K+] (potassium carbonate), [I-].[Na+] (sodium iodide). Solvent: CN(C=O)C (N,N-dimethylformamide), CN(C=O)C (N,N-dimethylformamide), O (Water). Run at time 2 hour. The product is C(C)(=O)OCC(CN(CC(=O)OCC)S(=O)(=O)C1=C(C=CC=C1)[N+](=O)[O-])=O (ethyl 2-[(3-acetoxy-2-oxopropan-1-yl)(2-nitrobenzenesulfonyl)amino]acetate). Isolated yield 67.1%. Reaction SMILES: [N+:1]([C:4]1[CH:9]=[CH:8][CH:7]=[CH:6][C:5]=1[S:10]([NH:13][CH2:14][C:15]([O:17][CH2:18][CH3:19])=[O:16])(=[O:12])=[O:11])([O-:3])=[O:2].C(=O)([O-])[O-].[K+].[K+].[I-].[Na+].[C:28]([O:31][CH2:32][C:33]([CH2:35]Cl)=[O:34])(=[O:30])[CH3:29]>CN(C)C=O.O>[C:28]([O:31][CH2:32][C:33](=[O:34])[CH2:35][N:13]([S:10]([C:5]1[CH:6]=[CH:7][CH:8]=[CH:9][C:4]=1[N+:1]([O-:3])=[O:2])(=[O:12])=[O:11])[CH2:14][C:15]([O:17][CH2:18][CH3:19])=[O:16])(=[O:30])[CH3:29] |f:1.2.3,4.5|. Procedure: To a suspension of the compound obtained in Step 1 (10.0 g), potassium carbonate (7.20 g) and sodium iodide (5.2 g) in N,N-dimethylformamide (100 ml) was added a solution (20 ml) of 1-acetoxy-3-chloroacetone (7.84 g) in N,N-dimethylformamide under cooling with ice and the mixture was stirred at room temperature for 2 hours. Water was added to the reaction mixture under cooling with ice, followed by extraction with ethyl acetate. The organic layer was washed with saturated sodium chloride solutio... Reactants: N1(N=CC=C1)C1=CC=C(C=C1)C(C(=O)OC)OC (methyl 2-(4-(1H-pyrazol-1-yl)phenyl)-2-methoxyacetate), [OH-].[K+] (KOH), solution. Run in CO (MeOH), CO (MeOH). Yields the product N1(N=CC=C1)C1=CC=C(C=C1)C(C(=O)O)OC (2-(4-(1H-pyrazol-1-yl)phenyl)-2-methoxyacetic acid). Isolated yield 93.4%. RXN SMILES: [N:1]1([C:6]2[CH:11]=[CH:10][C:9]([CH:12]([O:17][CH3:18])[C:13]([O:15]C)=[O:14])=[CH:8][CH:7]=2)[CH:5]=[CH:4][CH:3]=[N:2]1.[OH-].[K+]>CO>[N:1]1([C:6]2[CH:7]=[CH:8][C:9]([CH:12]([O:17][CH3:18])[C:13]([OH:15])=[O:14])=[CH:10][CH:11]=2)[CH:5]=[CH:4][CH:3]=[N:2]1 |f:1.2|. Reported procedure: To a stirred solution of methyl 2-(4-(1H-pyrazol-1-yl)phenyl)-2-methoxyacetate (0.204 g, 0.83 mmol) in dry MeOH (5 mL) under argon was added a solution of KOH in MeOH (1.6 mL of a 0.5 M solution, 8.3 mmol) and the reaction was heated to reflux for 5 hours. The reaction mixture was cooled to room temperature and the volatiles were removed under reduced pressure. The residue was diluted with saturated aqueous NH4Cl and extracted with EtOAc. Additional EtOAc was then used to extract the aqueous pha...